From a dataset of the Open Reaction Database (ORD), a public repository of structured organic reaction records. describe an organic reaction: reactants, conditions, products, and yield Starting materials: ClC1=C(C=C(C=C1)[N+](=O)[O-])C(F)(F)F (4-chloro-3-trifluoromethylnitrobenzene), O1CCN(CC1)C1CCNCC1 (4-morpholinopiperidine). Yields the product O1CCN(CC1)C1CCN(CC1)C1=C(C=C(N)C=C1)C(F)(F)F (4-(4-Morpholinopiperidin-1-yl)-3-trifluoromethylaniline). As a reaction SMILES: Cl[C:2]1[CH:7]=[CH:6][C:5]([N+:8]([O-])=O)=[CH:4][C:3]=1[C:11]([F:14])([F:13])[F:12].[O:15]1[CH2:20][CH2:19][N:18]([CH:21]2[CH2:26][CH2:25][NH:24][CH2:23][CH2:22]2)[CH2:17][CH2:16]1>>[O:15]1[CH2:16][CH2:17][N:18]([CH:21]2[CH2:26][CH2:25][N:24]([C:2]3[CH:7]=[CH:6][C:5]([NH2:8])=[CH:4][C:3]=3[C:11]([F:14])([F:13])[F:12])[CH2:23][CH2:22]2)[CH2:19][CH2:20]1. Reported procedure: By the reaction and treatment in the same manner as in Starting Material Synthesis Example 40 using 4-chloro-3-trifluoromethylnitrobenzene and 4-morpholinopiperidine, the title compound was obtained, melting point: 118–120° C. The reactants are CC1(C2=C(OCCC1)C(=CC=C2)N)C (5,5-dimethyl-2,3,4,5-tetrahydro-benzo[b]oxepin-9-ylamine), ClC1=NC=C(C(=N1)NC1=C(C=C(C=C1)N1CCOCC1)OC)Cl ((2,5-dichloro-pyrimidin-4-yl)-(2-methoxy-4-morpholin-4-yl-phenyl)-amine). The product is ClC=1C(=NC(=NC1)NC1=CC=CC2=C1OCCCC2(C)C)NC2=C(C=C(C=C2)N2CCOCC2)OC (5-Chloro-N*2*-(5,5-dimethyl-2,3,4,5-tetrahydro-benzo[b]oxepin-9-yl)-N*4*-(2-methoxy-4-morpholin-4-yl-phenyl)-pyrimidine-2,4-diamine), solid. Isolated yield 80.0%. RXN SMILES: [CH3:1][C:2]1([CH3:14])[CH2:8][CH2:7][CH2:6][O:5][C:4]2[C:9]([NH2:13])=[CH:10][CH:11]=[CH:12][C:3]1=2.Cl[C:16]1[N:21]=[C:20]([NH:22][C:23]2[CH:28]=[CH:27][C:26]([N:29]3[CH2:34][CH2:33][O:32][CH2:31][CH2:30]3)=[CH:25][C:24]=2[O:35][CH3:36])[C:19]([Cl:37])=[CH:18][N:17]=1>>[Cl:37][C:19]1[C:20]([NH:22][C:23]2[CH:28]=[CH:27][C:26]([N:29]3[CH2:30][CH2:31][O:32][CH2:33][CH2:34]3)=[CH:25][C:24]=2[O:35][CH3:36])=[N:21][C:16]([NH:13][C:9]2[C:4]3[O:5][CH2:6][CH2:7][CH2:8][C:2]([CH3:14])([CH3:1])[C:3]=3[CH:12]=[CH:11][CH:10]=2)=[N:17][CH:18]=1. Procedure details: The title compound was prepared from 5,5-dimethyl-2,3,4,5-tetrahydro-benzo[b]oxepin-9-ylamine and (2,5-dichloro-pyrimidin-4-yl)-(2-methoxy-4-morpholin-4-yl-phenyl)-amine in an analogous manner to Example 179. Product was isolated as a tan solid (78 mg, 80%). LCMS (m/e) 510 (M+H); 1H NMR (400 MHz, DMSO-d6) δ 8.23 (s, 1H), 8.06 (s, 1H), 7.82 (m, 2H), 7.46 (dm, 1H, J=9 Hz), 6.84 (d, 1H, J=8 Hz), 6.75 (t, 1H, J=8 Hz), 6.68 (s, 1H), 6.52 (d, 1H, J=9 Hz), 3.91 (m, 2H), 3.77 (d, 7H), 3.16 (m, 4H), 1.96...